This data is from the Open Reaction Database (ORD), a public repository of structured organic reaction records. The task is: describe an organic reaction: reactants, conditions, products, and yield The reactants are Cl.FC=1C=CC(=C(O[C@H]2CC[C@H](CC2)NC)C1)[N+](=O)[O-] ([cis-4-(5-fluoro-2-nitro-phenoxy)cyclohexyl]-methyl-amine hydrochloride), CS(=O)(=O)Cl (methanesulfonyl chloride). Yields the product FC=1C=CC(=C(O[C@H]2CC[C@H](CC2)N(S(=O)(=O)C)C)C1)[N+](=O)[O-] (N-[cis-4-(5-Fluoro-2-nitro-phenoxy)-cyclohexyl]-N-methylmethanesulfonamide). As a reaction SMILES: Cl.[F:2][C:3]1[CH:4]=[CH:5][C:6]([N+:18]([O-:20])=[O:19])=[C:7]([CH:17]=1)[O:8][C@@H:9]1[CH2:14][CH2:13][C@H:12]([NH:15][CH3:16])[CH2:11][CH2:10]1.[CH3:21][S:22](Cl)(=[O:24])=[O:23]>>[F:2][C:3]1[CH:4]=[CH:5][C:6]([N+:18]([O-:20])=[O:19])=[C:7]([CH:17]=1)[O:8][C@@H:9]1[CH2:14][CH2:13][C@H:12]([N:15]([CH3:16])[S:22]([CH3:21])(=[O:24])=[O:23])[CH2:11][CH2:10]1 |f:0.1|. Procedure details: Prepared analogously to example IV.3 from 0.252 g [cis-4-(5-fluoro-2-nitro-phenoxy)cyclohexyl]-methyl-amine hydrochloride and methanesulfonyl chloride. Reactants: BrC=1C(=NC(=NC1)Cl)SCCCCO (4-(5-bromo-2-chloro-pyrimidin-4-ylsulfanyl)-butan-1-ol), NC=1C=CC(=NC1)S(=O)(=O)N (5-amino-pyridine-2-sulfonic acid amide), solution, Cl (hydrochloric acid), O (water). Solvent: C(C)O (ethanol), C(C)#N (acetonitrile), C(C)#N (acetonitrile), O1CCOCC1 (1,4-dioxane). Product: BrC=1C(=NC(=NC1)NC=1C=CC(=NC1)S(=O)(=O)N)SCCCCO (5-[5-bromo-4-(4-hydroxy-butylsulfanyl)-pyrimidin-2-ylamino]-pyridine-2-sulfonic acid amide). RXN SMILES: [Br:1][C:2]1[C:3]([S:9][CH2:10][CH2:11][CH2:12][CH2:13][OH:14])=[N:4][C:5](Cl)=[N:6][CH:7]=1.[NH2:15][C:16]1[CH:17]=[CH:18][C:19]([S:22]([NH2:25])(=[O:24])=[O:23])=[N:20][CH:21]=1.Cl.O>C(#N)C.O1CCOCC1.C(O)C>[Br:1][C:2]1[C:3]([S:9][CH2:10][CH2:11][CH2:12][CH2:13][OH:14])=[N:4][C:5]([NH:15][C:16]2[CH:17]=[CH:18][C:19]([S:22]([NH2:25])(=[O:24])=[O:23])=[N:20][CH:21]=2)=[N:6][CH:7]=1. Procedure: 298 mg (1.0 mmol) of 4-(5-bromo-2-chloro-pyrimidin-4-ylsulfanyl)-butan-1-ol is dissolved in 2 ml of acetonitrile and added to a suspension of 172 mg (1.0 mmol) of 5-amino-pyridine-2-sulfonic acid amide (representation according to W. T. Caldwell, E. C. Kornfeld J Am. Chem. Soc. 1942, 64, 1695-1698) in 1 ml of acetonitrile, 0.25 ml of a 4 molar solution of hydrochloric acid in 1,4-dioxane as well as 0.25 ml of water. The reaction mixture is stirred under reflux for 24 hours. It is mixed with 1 ml...